Dataset: the Open Reaction Database (ORD), a public repository of structured organic reaction records. Task: describe an organic reaction: reactants, conditions, products, and yield Starting materials: C1CCNC1, CO, O=Cc1cncc(Cl)c1, O=C1Cc2ccc(Cl)cc2N1. The product is O=C1Nc2cc(Cl)ccc2C1=Cc1cncc(Cl)c1. RXN SMILES: [CH2:21]1[CH2:22][NH:23][CH2:24][CH2:25]1.[CH3:26][OH:27].[Cl:12][c:13]1[cH:14][c:15]([CH:19]=[O:20])[cH:16][n:17][cH:18]1.[Cl:1][c:2]1[cH:3][cH:4][c:5]2[c:9]([cH:10]1)[NH:8][C:7](=[O:11])[CH2:6]2>>[Cl:1][c:2]1[cH:3][cH:4][c:5]2[c:9]([cH:10]1)[NH:8][C:7](=[O:11])[C:6]2=[CH:19][c:15]1[cH:14][c:13]([Cl:12])[cH:18][n:17][cH:16]1. Reactants: C(C)(C)(C)OC(N(CC1=NC=C(C=C1)[N+](=O)[O-])CCS(=O)(=O)C)=O ((2-Methanesulfonyl-ethyl)-(5-nitro-pyridin-2-ylmethyl)-carbamic acid tert-butyl ester). The reagents and catalysts are [Pd] (Pd/C). Run in CO (MeOH). Run at time 2 hour. Product: C(C)(C)(C)OC(N(CCS(=O)(=O)C)CC1=NC=C(C=C1)N)=O ((5-Amino-pyridin-2-ylmethyl)-(2-methanesulfonyl-ethyl)-carbamic acid tert-butyl ester). Reaction SMILES: [C:1]([O:5][C:6](=[O:24])[N:7]([CH2:18][CH2:19][S:20]([CH3:23])(=[O:22])=[O:21])[CH2:8][C:9]1[CH:14]=[CH:13][C:12]([N+:15]([O-])=O)=[CH:11][N:10]=1)([CH3:4])([CH3:3])[CH3:2]>CO.[Pd]>[C:1]([O:5][C:6](=[O:24])[N:7]([CH2:8][C:9]1[CH:14]=[CH:13][C:12]([NH2:15])=[CH:11][N:10]=1)[CH2:18][CH2:19][S:20]([CH3:23])(=[O:21])=[O:22])([CH3:4])([CH3:2])[CH3:3]. Procedure details: To a stirred solution of 34 (0.35 g 1.0 mmol) in MeOH (6 mL) was added 10% Pd/C and hydrogenated under balloon pressure at rt for 2 h. The reaction mixture was filtered through Celite and the filtrate was evaporated to give the desired amine A4-9 (0.25 g, 78%) as a liquid. Rf: 0.1 (10% MeOH/CHCl3); (m/z): 330 [M+1]+; 1H NMR (400 MHz, CDCl3): δ 8.01 (1H, s), 7.07-6.94 (2H, m), 4.44 (2H, br s), 3.74-3.72 (2H, m), 3.33-3.31 (2H, m), 2.95-2.86 (3H, m), 2.06-2.01 (2H, m), 1.39 (9H, m). Starting materials: C(C1=CC=CC=C1)N1C2=C(NCC1=O)N=CC(=C2)C=2C=CC(=NC2)C#N (5-(1-Benzyl-2-oxo-1,2,3,4-tetrahydropyrido[2,3-b]pyrazin-7-yl)pyridine-2-carbonitrile), C(C)O (ethanol), Cl (HCl), O1CCOCC1 (dioxane). Run at temperature 150 celsius. The product is C(C)OC(=O)C1=NC=C(C=C1)C1=CC2=C(NCC(N2CC2=CC=CC=C2)=O)N=C1 (5-(1-Benzyl-2-oxo-1,2,3,4-tetrahydropyrido[2,3-b]pyrazin-7-yl)pyridine-2-carboxylic acid ethyl ester). RXN SMILES: [CH2:1]([N:8]1[C:13](=[O:14])[CH2:12][NH:11][C:10]2[N:15]=[CH:16][C:17]([C:19]3[CH:20]=[CH:21][C:22]([C:25]#N)=[N:23][CH:24]=3)=[CH:18][C:9]1=2)[C:2]1[CH:7]=[CH:6][CH:5]=[CH:4][CH:3]=1.[CH2:27]([OH:29])[CH3:28].Cl.[O:31]1CCOCC1>>[CH2:27]([O:29][C:25]([C:22]1[CH:21]=[CH:20][C:19]([C:17]2[CH:16]=[N:15][C:10]3[NH:11][CH2:12][C:13](=[O:14])[N:8]([CH2:1][C:2]4[CH:3]=[CH:4][CH:5]=[CH:6][CH:7]=4)[C:9]=3[CH:18]=2)=[CH:24][N:23]=1)=[O:31])[CH3:28]. Reported procedure: 5-(1-Benzyl-2-oxo-1,2,3,4-tetrahydropyrido[2,3-b]pyrazin-7-yl)pyridine-2-carbonitrile (32 mg) was mixed with ethanol (1.5 mL) and 4 N HCl (2.0 mL) in dioxane and then heated in a microwave oven at 150° C. for 80 minutes. The reaction mixture was concentrated and purified with preparative reversed-phase HPLC to give the title compound as an orange solid. LCMS: m/z=389.22 (M+H+), 1H-NMR (CD3OD, 400 MHz) δ 1.42 (3H, t, J=7.1 Hz), 4.44 (4H, m), 5.35 (2H, s), 7.28 (1H, m), 7.37 (5H, m), 7.55 (1H, d, ... Starting materials: O(C1=CC=CC=C1)C=1C=C(C=CC1)SC1=C(C=CC=C1)CC(=O)O (2-(3-phenoxyphenylthio)phenylacetic acid), C(C)(=O)Cl (acetyl chloride). Run in CO (methanol), CO (methanol), CO (methanol). Reaction conditions: time 90 minute. Yields the product O(C1=CC=CC=C1)C=1C=C(C=CC1)SC1=C(C=CC=C1)CC(=O)OC (methyl 2-(3-phenoxyphenylthio)phenylacetate). RXN SMILES: [O:1]([C:8]1[CH:9]=[C:10]([S:14][C:15]2[CH:20]=[CH:19][CH:18]=[CH:17][C:16]=2[CH2:21][C:22]([OH:24])=[O:23])[CH:11]=[CH:12][CH:13]=1)[C:2]1[CH:7]=[CH:6][CH:5]=[CH:4][CH:3]=1.[C:25](Cl)(=O)C>CO>[O:1]([C:8]1[CH:9]=[C:10]([S:14][C:15]2[CH:20]=[CH:19][CH:18]=[CH:17][C:16]=2[CH2:21][C:22]([O:24][CH3:25])=[O:23])[CH:11]=[CH:12][CH:13]=1)[C:2]1[CH:7]=[CH:6][CH:5]=[CH:4][CH:3]=1. Reported procedure: 2-Mercaptophenylacetic acid was prepared by a method described in the chemical literature (see D. Papa et al, J. Org. Chem., 1949, 24, 723, R. H. Glauert and F. G. Mann, J. Chem. Soc., 1952, 2127 and references therein). 2-Mercaptophenylacetic acid (1.68 g) was added to a stirred solution of sodium hydroxide (0.8 g) in methanol (10 ml), (compare D. C. Atkinson et al, J. Med. Chem., 1983, 26, 1361). The resulting orange solution was stirred at room temperature for 90 minutes then concentrated und... Starting materials: CC=1N(C(=CC1)C)C1=CC(=C(C(=C1)F)C1(CCSCC1)O)F (4-[4-(2,5-dimethyl-1H-pyrrol-1-yl)-2,6-difluorophenyl]tetrahydro-2H-thiopyran-4-ol), O.C1(=CC=C(C=C1)S(=O)(=O)O)C (p-toluenesulfonic acid monohydrate), O.C1(=CC=C(C=C1)S(=O)(=O)O)C (p-toluenesulfonic acid monohydrate). Run in C1=CC=CC=C1 (benzene). The product is S1CCC(=CC1)C1=C(C=C(C=C1F)N1C(=CC=C1C)C)F (1-[4-(3,6-dihydro-2H-thiopyran-4-yl)-3,5-difluorophenyl]-2,5-dimethyl-1H-pyrrole). RXN SMILES: [CH3:1][C:2]1[N:3]([C:8]2[CH:13]=[C:12]([F:14])[C:11]([C:15]3(O)[CH2:20][CH2:19][S:18][CH2:17][CH2:16]3)=[C:10]([F:22])[CH:9]=2)[C:4]([CH3:7])=[CH:5][CH:6]=1.O.C1(C)C=CC(S(O)(=O)=O)=CC=1>C1C=CC=CC=1>[S:18]1[CH2:17][CH:16]=[C:15]([C:11]2[C:12]([F:14])=[CH:13][C:8]([N:3]3[C:2]([CH3:1])=[CH:6][CH:5]=[C:4]3[CH3:7])=[CH:9][C:10]=2[F:22])[CH2:20][CH2:19]1 |f:1.2|. Procedure details: A stirred solution of 4-[4-(2,5-dimethyl-1H-pyrrol-1-yl)-2,6-difluorophenyl]tetrahydro-2H-thiopyran-4-ol (Step 2, 1.617 g, 5.00 mmol) and p-toluenesulfonic acid monohydrate (0.107 g) in benzene (20 mL) is heated at reflux using a Dean-Stark trap for 5 h, during which additional p-toluenesulfonic acid monohydrate (0.342 g) is added. Solvent is then removed under reduced pressure, and the residue is taken up in CH2Cl2 (60 mL), washed with saturated aqueous NaHCO3 (2×20 mL) and water (3×20 mL), dri... The reactants are O=C1CCC(=O)N1Cl, CCOC(=O)C1(CCF)Cc2cc(OC)ccc2C1=O, CN(C)C=O. The product is CCOC(=O)C1(CCF)Cc2c(ccc(OC)c2Cl)C1=O. As a reaction SMILES: [Cl:21][N:22]1[C:23](=[O:24])[CH2:25][CH2:26][C:27]1=[O:28].[F:1][CH2:2][CH2:3][C:4]1([C:16](=[O:17])[O:18][CH2:19][CH3:20])[C:5](=[O:15])[c:6]2[cH:7][cH:8][c:9]([O:13][CH3:14])[cH:10][c:11]2[CH2:12]1.[O:29]=[CH:30][N:31]([CH3:32])[CH3:33]>>[F:1][CH2:2][CH2:3][C:4]1([C:16](=[O:17])[O:18][CH2:19][CH3:20])[C:5](=[O:15])[c:6]2[cH:7][cH:8][c:9]([O:13][CH3:14])[c:10]([Cl:21])[c:11]2[CH2:12]1. Reactants: FC=1C=C(C=C(C1)F)C=1C=C(C(=C(C(=O)O)C1)C)C (5-(3,5-difluorophenyl)-2,3-dimethyl-benzoic acid), C(=O)(C(=O)Cl)Cl ((COCl)2), NC=1C(=C(C=CC1F)O)F (3-amino-2,4-difluorophenol), C(=O)(O)[O-].[Na+] (NaHCO3). The reagents and catalysts are CN(C)C=O (DMF). Solvent: C(Cl)Cl (CH2Cl2), O (water), C1CCOC1 (THF), C1CCOC1 (THF). Conditions: time 1.5 hour. Product: FC1=C(C(=CC=C1O)F)NC(C1=C(C(=CC(=C1)C1=CC(=CC(=C1)F)F)C)C)=O (N-(2,6-Difluoro-3-hydroxy-phenyl)-5-(3,5-difluorophenyl)-2,3-dimethyl-benzamide). Yield: 15.5%. RXN SMILES: [F:1][C:2]1[CH:3]=[C:4]([C:9]2[CH:10]=[C:11]([CH3:19])[C:12]([CH3:18])=[C:13]([CH:17]=2)[C:14]([OH:16])=O)[CH:5]=[C:6]([F:8])[CH:7]=1.C(Cl)(C(Cl)=O)=O.[NH2:26][C:27]1[C:28]([F:35])=[C:29]([OH:34])[CH:30]=[CH:31][C:32]=1[F:33].C([O-])(O)=O.[Na+]>C(Cl)Cl.CN(C=O)C.C1COCC1.O>[F:35][C:28]1[C:29]([OH:34])=[CH:30][CH:31]=[C:32]([F:33])[C:27]=1[NH:26][C:14](=[O:16])[C:13]1[CH:17]=[C:9]([C:4]2[CH:5]=[C:6]([F:8])[CH:7]=[C:2]([F:1])[CH:3]=2)[CH:10]=[C:11]([CH3:19])[C:12]=1[CH3:18] |f:3.4|. Procedure details: To a solution of 5-(3,5-difluorophenyl)-2,3-dimethyl-benzoic acid (240 mg, 0.92 mmol, 1.1 eq) in CH2Cl2 (12 mL) was added (COCl)2 (348 mg, 2.75 mmol, 3.3 eq) and DMF (5 drops). The reaction mixture was stirred at room temperature for 1.5 h, then concentrated under reduced pressure to remove the organic solvent and excess reagent. The residue obtained was dissolved in THF (10 mL) and added dropwise to a solution of 3-amino-2,4-difluorophenol (intermediate X(a)) (121 mg, 0.83 mmol, 1.0 eq) and NaH... Starting materials: COC1=CC(=CC(=C1)OC)OC (1,3,5-trimethoxybenzene), ClS(=O)(=O)O (chlorosulfonic acid). Run in ClCCl (dichloromethane), ClCCl (dichloromethane). Product: COC1=C(C(=CC(=C1)OC)OC)S(=O)(=O)Cl (2,4,6-trimethoxybenzenesulfonyl chloride). As a reaction SMILES: [CH3:1][O:2][C:3]1[CH:8]=[C:7]([O:9][CH3:10])[CH:6]=[C:5]([O:11][CH3:12])[CH:4]=1.[Cl:13][S:14](O)(=[O:16])=[O:15]>ClCCl>[CH3:12][O:11][C:5]1[CH:4]=[C:3]([O:2][CH3:1])[CH:8]=[C:7]([O:9][CH3:10])[C:6]=1[S:14]([Cl:13])(=[O:16])=[O:15]. Procedure: In 500 ml of dichloromethane is dissolved 5.05 g of 1,3,5-trimethoxybenzene and the solution was cooled to -5°~-10° C. A solution of 6 ml of chlorosulfonic acid in 400 ml of dichloromethane was added dropwise, and the mixture was allowed to stand at room temperature. The reaction mixture was then treated as in Reference Example 1. The resulting product was crystallized from carbon tetrachloride and filtered. Yield 610 mg (6.3%), m.p. 126°-129° C. Starting materials: C(CC)C(C(=O)OCC)=C (ethyl 2-propyl-acrylate), piperidin-4-ones, acrylic acid esters, CN (methylamine), C(C1=CC=CC=C1)N (benzylamine), C(C=C)(=O)OCC (ethyl acrylate), C(C=C)(=O)OC (methyl acrylate). The product is CN (methylamine), CN1CC(C(CC1)=O)CCC ((3RS)-1-methyl-3-propyl-piperidin-4-one). Reaction SMILES: [CH3:1][NH2:2].[CH2:3]([NH2:10])[C:4]1[CH:9]=[CH:8]C=[CH:6][CH:5]=1.[C:11]([O:15]CC)(=O)[CH:12]=[CH2:13].C(OC)(=O)C=C.C(C(=C)C(OCC)=O)CC>>[CH3:3][NH2:10].[CH3:1][N:2]1[CH2:13][CH2:12][C:11](=[O:15])[CH:5]([CH2:4][CH2:9][CH3:8])[CH2:6]1. Procedure: In an analogous manner to the procedure described by A. Ziering et al. in J. Org. Chem. 22, 1521-1528 (1957) for the preparation of piperidin-4-ones from the corresponding acrylic acid esters by reaction with methylamine or benzylamine, reaction with ethyl acrylate or methyl acrylate, cyclization and finally decarboxylation, starting from ethyl 2-propyl-acrylate and methylamine there was obtained (3RS)-1-methyl-3-propyl-piperidin-4-one as a colourless oil; Rf : 0.38 (SiO2, methylene chloride:met...